This data is from the Open Reaction Database (ORD), a public repository of structured organic reaction records. The task is: describe an organic reaction: reactants, conditions, products, and yield Procedure: 22.1 g (0.1 mol) of 1-bromo-4-n-propyl-4-silacyclohexane was dripped into a mixture of 2.5 g (0.11 mol) of magnesium and 300 ml of THF to obtain a Grignard's reagent. This solution was then dripped into a 500 ml THF solution of 0.5 g of triethyl phosphate, 0.1 g of copper (I) iodide and 47.6 g (0.1 mol) of 4-(trans-4-(2-iodoethyl)cyclohexyl)-3'-fluoro-4'-trifluoromethylbiphenyl. After a conventional after treatment, 4-(trans-4-(2-(trans-4-n-propyl-4-silacyclohexyl)ethyl)cyclohexyl)-3'-fluoro-4'-... The yield is 72.3%. RXN SMILES: Br[CH:2]1[CH2:7][CH2:6][SiH:5]([CH2:8][CH2:9][CH3:10])[CH2:4][CH2:3]1.[Mg].P(OCC)(OCC)(OCC)=O.I[CH2:24][CH2:25][C@H:26]1[CH2:31][CH2:30][C@H:29]([C:32]2[CH:37]=[CH:36][C:35]([C:38]3[CH:43]=[CH:42][C:41]([C:44]([F:47])([F:46])[F:45])=[C:40]([F:48])[CH:39]=3)=[CH:34][CH:33]=2)[CH2:28][CH2:27]1>[Cu]I.C1COCC1>[CH2:8]([Si@H:5]1[CH2:6][CH2:7][C@H:2]([CH2:24][CH2:25][C@H:26]2[CH2:27][CH2:28][C@H:29]([C:32]3[CH:37]=[CH:36][C:35]([C:38]4[CH:43]=[CH:42][C:41]([C:44]([F:45])([F:46])[F:47])=[C:40]([F:48])[CH:39]=4)=[CH:34][CH:33]=3)[CH2:30][CH2:31]2)[CH2:3][CH2:4]1)[CH2:9][CH3:10]. Starting materials: BrC1CC[SiH](CC1)CCC (1-bromo-4-n-propyl-4-silacyclohexane), [Mg] (magnesium), ICC[C@@H]1CC[C@H](CC1)C1=CC=C(C=C1)C1=CC(=C(C=C1)C(F)(F)F)F (4-(trans-4-(2-iodoethyl)cyclohexyl)-3'-fluoro-4'-trifluoromethylbiphenyl), P(=O)(OCC)(OCC)OCC (triethyl phosphate). The product is C(CC)[Si@@H]1CC[C@H](CC1)CC[C@@H]1CC[C@H](CC1)C1=CC=C(C=C1)C1=CC(=C(C=C1)C(F)(F)F)F (4-(trans-4-(2-(trans-4-n-propyl-4-silacyclohexyl)ethyl)cyclohexyl)-3'-fluoro-4'-trifluoromethylbiphenyl). The reagents and catalysts are [Cu]I (copper (I) iodide). The solvent is C1CCOC1 (THF), C1CCOC1 (THF).